This data is from the Open Reaction Database (ORD), a public repository of structured organic reaction records. The task is: describe an organic reaction: reactants, conditions, products, and yield Reactants: CC(N)C(N)(c1ccc(F)nc1)c1ccc(F)nc1, O=C(O)c1ccc(=O)n(C(F)F)c1. Product: CC1NC(c2ccc(=O)n(C(F)F)c2)=NC1(c1ccc(F)nc1)c1ccc(F)nc1. Reaction SMILES: [F:1][c:2]1[cH:3][cH:4][c:5]([C:8]([CH:9]([CH3:10])[NH2:11])([NH2:12])[c:13]2[cH:14][n:15][c:16]([F:19])[cH:17][cH:18]2)[cH:6][n:7]1.[F:20][CH:21]([n:22]1[c:23](=[O:31])[cH:24][cH:25][c:26]([C:28]([OH:29])=[O:30])[cH:27]1)[F:32]>>[F:1][c:2]1[cH:3][cH:4][c:5]([C:8]2([c:13]3[cH:14][n:15][c:16]([F:19])[cH:17][cH:18]3)[CH:9]([CH3:10])[NH:11][C:28]([c:26]3[cH:25][cH:24][c:23](=[O:31])[n:22]([CH:21]([F:20])[F:32])[cH:27]3)=[N:12]2)[cH:6][n:7]1. Reactants: O=[Ag], CCC1C=C(C)CC(C)CC(OC)C2OC(O)(C(=O)C(=O)N3CCCCC3C(=O)OC(C(C)=CC3CCC(N=[N+]=[N-])C(O)C3)C(C)CCC1=O)C(C)CC2OC, COC(CBr)OC. Yields the product CCC1C=C(C)CC(C)CC(OC)C2OC(O)(C(=O)C(=O)N3CCCCC3C(=O)OC(C(C)=CC3CCC(N=[N+]=[N-])C(OCC(OC)OC)C3)C(C)CCC1=O)C(C)CC2OC. As a reaction SMILES: [Ag:64]=[O:65].[CH2:1]([CH3:2])[CH:3]1[C:4](=[O:56])[CH2:5][CH2:6][CH:7]([CH3:55])[CH:8]([C:42](=[CH:43][CH:44]2[CH2:45][CH:46]([OH:53])[CH:47]([N:50]=[N+:51]=[N-:52])[CH2:48][CH2:49]2)[CH3:54])[O:9][C:10](=[O:41])[CH:11]2[CH2:12][CH2:13][CH2:14][CH2:15][N:16]2[C:17](=[O:40])[C:18](=[O:39])[C:19]2([OH:38])[CH:20]([CH3:37])[CH2:21][CH:22]([O:35][CH3:36])[CH:23]([CH:24]([O:32][CH3:33])[CH2:25][CH:26]([CH3:31])[CH2:27][C:28]([CH3:30])=[CH:29]1)[O:34]2.[CH3:57][O:58][CH:59]([CH2:60][Br:61])[O:62][CH3:63]>>[CH2:1]([CH3:2])[CH:3]1[C:4](=[O:56])[CH2:5][CH2:6][CH:7]([CH3:55])[CH:8]([C:42](=[CH:43][CH:44]2[CH2:45][CH:46]([O:53][CH2:60][CH:59]([O:58][CH3:57])[O:62][CH3:63])[CH:47]([N:50]=[N+:51]=[N-:52])[CH2:48][CH2:49]2)[CH3:54])[O:9][C:10](=[O:41])[CH:11]2[CH2:12][CH2:13][CH2:14][CH2:15][N:16]2[C:17](=[O:40])[C:18](=[O:39])[C:19]2([OH:38])[CH:20]([CH3:37])[CH2:21][CH:22]([O:35][CH3:36])[CH:23]([CH:24]([O:32][CH3:33])[CH2:25][CH:26]([CH3:31])[CH2:27][C:28]([CH3:30])=[CH:29]1)[O:34]2. Reactants: C1CCOC1, COC(=O)c1cc(C(=O)OC)cc(N(C)S(C)(=O)=O)c1, CO, [Na+], [OH-], O. As a reaction SMILES: [CH2:23]1[O:24][CH2:25][CH2:26][CH2:27]1.[CH3:1][N:2]([S:3](=[O:4])(=[O:5])[CH3:6])[c:7]1[cH:8][c:9]([C:17](=[O:18])[O:19][CH3:20])[cH:10][c:11]([C:12](=[O:13])[O:14][CH3:15])[cH:16]1.[CH3:28][OH:29].[Na+:22].[OH-:21].[OH2:30]>>[CH3:1][N:2]([S:3](=[O:4])(=[O:5])[CH3:6])[c:7]1[cH:8][c:9]([C:17](=[O:18])[O:19][CH3:20])[cH:10][c:11]([C:12](=[O:13])[OH:14])[cH:16]1. Yields the product COC(=O)c1cc(C(=O)O)cc(N(C)S(C)(=O)=O)c1.